From a dataset of the Open Reaction Database (ORD), a public repository of structured organic reaction records. describe an organic reaction: reactants, conditions, products, and yield The reactants are C(C)(C)(C)OC(CN)=O (glycine tert-butyl ester), ClC=1C=C(C=O)C=CC1 (3-chlorobenzaldehyde). Run in C(Cl)Cl (CH2Cl2). Yields the product C(C)(C)(C)OC(C/N=C/C1=CC(=CC=C1)Cl)=O ({[1-(3-chloro-phenyl)-meth-(E)-ylidene]-amino}-acetic acid tert-butyl ester). Isolated yield 94.6%. RXN SMILES: [C:1]([O:5][C:6](=[O:9])[CH2:7][NH2:8])([CH3:4])([CH3:3])[CH3:2].[Cl:10][C:11]1[CH:12]=[C:13]([CH:16]=[CH:17][CH:18]=1)[CH:14]=O>C(Cl)Cl>[C:1]([O:5][C:6](=[O:9])[CH2:7]/[N:8]=[CH:14]/[C:13]1[CH:16]=[CH:17][CH:18]=[C:11]([Cl:10])[CH:12]=1)([CH3:4])([CH3:3])[CH3:2]. Procedure: In a manner similar to the method described in Example 1a, glycine tert-butyl ester (1.31 g, 10 mmol) was reacted with 3-chlorobenzaldehyde (Aldrich) (1.4 g, 10 mmol) in CH2Cl2 at room temperature for 18 h to give {[1-(3-chloro-phenyl)-meth-(E)-ylidene]-amino}-acetic acid tert-butyl ester as a pale yellow oil (2.4 g, 95%). Starting materials: ClC1=C(C(=CC=C1)Cl)N1N=C2C(C(=NC=C2)NC2=NC(=NC(=C2)C)N)=C1 (N4-[2-(2,6-dichloro-phenyl)-2H-pyrazolo[4,3-c]pyridin-4-yl]-6-methyl-pyrimidine-2,4-diamine), C(C)(C)(C)OC(NC1=NC=NC(=C1)NC1=NC=CC=2C1=CN(N2)C2=C(C=CC=C2Cl)Cl)=O ({6-[2-(2,6-dichlorophenyl)-2H-pyrazolo[4,3-c]pyridin-4-ylamino]-pyrimidin-4-yl}-carbamic acid tert-butyl ester). Yield: 50.0%. RXN SMILES: ClC1C=CC=C(Cl)C=1N1C=C2C(NC3C=C(C)N=C(N)N=3)=NC=CC2=N1.C(OC(=O)[NH:33][C:34]1[CH:39]=[C:38]([NH:40][C:41]2[C:46]3=[CH:47][N:48]([C:50]4[C:55]([Cl:56])=[CH:54][CH:53]=[CH:52][C:51]=4[Cl:57])[N:49]=[C:45]3[CH:44]=[CH:43][N:42]=2)[N:37]=[CH:36][N:35]=1)(C)(C)C>>[Cl:56][C:55]1[CH:54]=[CH:53][CH:52]=[C:51]([Cl:57])[C:50]=1[N:48]1[CH:47]=[C:46]2[C:41]([NH:40][C:38]3[CH:39]=[C:34]([NH2:33])[N:35]=[CH:36][N:37]=3)=[N:42][CH:43]=[CH:44][C:45]2=[N:49]1. Yields the product ClC1=C(C(=CC=C1)Cl)N1N=C2C(C(=NC=C2)NC2=NC=NC(=C2)N)=C1 (N-[2-(2,6-Dichlorophenyl)-2H-pyrazolo[4,3-c]pyridin-4-yl]-pyrimidine-4,6-diamine). Procedure details: Following the procedure described for N4-[2-(2,6-dichloro-phenyl)-2H-pyrazolo[4,3-c]pyridin-4-yl]-6-methyl-pyrimidine-2,4-diamine, {6-[2-(2,6-dichlorophenyl)-2H-pyrazolo[4,3-c]pyridin-4-ylamino]-pyrimidin-4-yl}-carbamic acid tert-butyl ester was reacted to afford the title compound as a white solid (148 mg, 50% yield). 1H NMR (400 MHz, DMSO-d6): δ 10.02 (br s, 1H), 9.15 (s, 1H), 8.14 (s, 1H), 7.92 (d, J=6.4 Hz, 1H), 7.84-7.79 (m, 2H), 7.72-7.71 (m, 2H), 7.15 (d, J=6.4 Hz, 1H), 6.71 (br s, 2H). L... Product: CCOC(=O)COc1ccc(C=Cc2nc3c(c(=O)n(CC)c(=O)n3CC)n2C)cc1. The reactants are O=C([O-])[O-], CCn1c(=O)c2c(nc(C=Cc3ccc(O)cc3)n2C)n(CC)c1=O, CCOC(=O)CCl, [K+], [K+], CN(C)C=O, O. Reaction SMILES: [C:26](=[O:27])([O-:28])[O-:29].[CH2:1]([CH3:2])[n:3]1[c:4](=[O:5])[n:6]([CH2:24][CH3:25])[c:7]2[n:8][c:9]([CH:15]=[CH:16][c:17]3[cH:18][cH:19][c:20]([OH:23])[cH:21][cH:22]3)[n:10]([CH3:14])[c:11]2[c:12]1=[O:13].[Cl:32][CH2:33][C:34](=[O:35])[O:36][CH2:37][CH3:38].[K+:30].[K+:31].[O:40]=[CH:41][N:42]([CH3:43])[CH3:44].[OH2:39]>>[CH2:1]([CH3:2])[n:3]1[c:4](=[O:5])[n:6]([CH2:24][CH3:25])[c:7]2[n:8][c:9]([CH:15]=[CH:16][c:17]3[cH:18][cH:19][c:20]([O:23][CH2:33][C:34](=[O:35])[O:36][CH2:37][CH3:38])[cH:21][cH:22]3)[n:10]([CH3:14])[c:11]2[c:12]1=[O:13]. The reactants are Clc1cc(Br)cc2cn[nH]c12, COCCOC, [Na+], [Na+], O=C([O-])[O-], OB(O)c1cncc2ccccc12, c1ccc(P(c2ccccc2)(c2ccccc2)[Pd](P(c2ccccc2)(c2ccccc2)c2ccccc2)(P(c2ccccc2)(c2ccccc2)c2ccccc2)P(c2ccccc2)(c2ccccc2)c2ccccc2)cc1. Yields the product Clc1cc(-c2cncc3ccccc23)cc2cn[nH]c12. As a reaction SMILES: [Br:14][c:15]1[cH:16][c:17]2[cH:18][n:19][nH:20][c:21]2[c:22]([Cl:24])[cH:23]1.[CH2:108]([CH2:109][O:110][CH3:111])[O:112][CH3:113].[Na+:25].[Na+:26].[O-:27][C:28](=[O:29])[O-:30].[cH:1]1[n:2][cH:3][c:4]([B:11]([OH:12])[OH:13])[c:5]2[cH:6][cH:7][cH:8][cH:9][c:10]12.[cH:31]1[cH:32][cH:33][c:34]([P:35]([Pd:36]([P:37]([c:38]2[cH:39][cH:40][cH:41][cH:42][cH:43]2)([c:44]2[cH:45][cH:46][cH:47][cH:48][cH:49]2)[c:50]2[cH:51][cH:52][cH:53][cH:54][cH:55]2)([P:56]([c:57]2[cH:58][cH:59][cH:60][cH:61][cH:62]2)([c:63]2[cH:64][cH:65][cH:66][cH:67][cH:68]2)[c:69]2[cH:70][cH:71][cH:72][cH:73][cH:74]2)[P:75]([c:76]2[cH:77][cH:78][cH:79][cH:80][cH:81]2)([c:82]2[cH:83][cH:84][cH:85][cH:86][cH:87]2)[c:88]2[cH:89][cH:90][cH:91][cH:92][cH:93]2)([c:94]2[cH:95][cH:96][cH:97][cH:98][cH:99]2)[c:100]2[cH:101][cH:102][cH:103][cH:104][cH:105]2)[cH:106][cH:107]1>>[cH:1]1[n:2][cH:3][c:4](-[c:15]2[cH:16][c:17]3[cH:18][n:19][nH:20][c:21]3[c:22]([Cl:24])[cH:23]2)[c:5]2[cH:6][cH:7][cH:8][cH:9][c:10]12. Reactants: [Cl-].[Al+3].[Cl-].[Cl-] (aluminium chloride), ice, N1C(NCC2=CC=CC=C12)=O (1,2,3,4-tetrahydroquinazolin-2-one), ClCCC(=O)Cl (3-chloropropionyl chloride). Solvent: ClCCl (dichloromethane), ClCCl (dichloromethane). Run at temperature 20 celsius. Product: ClCCC(=O)C=1C=C2CNC(NC2=CC1)=O (6-(3-Chloro-1-oxopropyl)-1,2,3,4-tetrahydroquinazolin-2-one). RXN SMILES: [Cl-].[Al+3].[Cl-].[Cl-].[NH:5]1[C:14]2[C:9](=[CH:10][CH:11]=[CH:12][CH:13]=2)[CH2:8][NH:7][C:6]1=[O:15].[Cl:16][CH2:17][CH2:18][C:19](Cl)=[O:20]>ClCCl>[Cl:16][CH2:17][CH2:18][C:19]([C:11]1[CH:10]=[C:9]2[C:14](=[CH:13][CH:12]=1)[NH:5][C:6](=[O:15])[NH:7][CH2:8]2)=[O:20] |f:0.1.2.3|. Procedure details: 20 g of aluminium chloride (0.15 mol) are taken up in 100 ml of dichloromethane. 7.43 g of 1,2,3,4-tetrahydroquinazolin-2-one (0.05 mol) are added in portions with stirring at a maximum of 20° C. The reaction mixture thus obtained is subsequently stirred for 30 minutes. A solution consisting of 6.98 g of 3-chloropropionyl chloride (0.055 mol) and 50 ml of dichloromethane is then added dropwise with stirring at a temperature of at most 25° C. and the mixture is subsequently stirred for a further ... Starting materials: O=[N+]([O-])c1cc(Cl)c(Cl)c(Cl)c1, [H-], [Na+], CN(C)C=O, N#Cc1ccc2sc(S)nc2c1. The product is N#Cc1ccc2sc(Sc3c(Cl)cc([N+](=O)[O-])cc3Cl)nc2c1. RXN SMILES: [Cl:13][c:14]1[c:15]([Cl:24])[c:16]([Cl:23])[cH:17][c:18]([N+:20](=[O:21])[O-:22])[cH:19]1.[H-:26].[Na+:25].[O:27]=[CH:28][N:29]([CH3:30])[CH3:31].[SH:1][c:2]1[s:3][c:4]2[c:5]([n:6]1)[cH:7][c:8]([C:11]#[N:12])[cH:9][cH:10]2>>[S:1]([c:2]1[s:3][c:4]2[c:5]([n:6]1)[cH:7][c:8]([C:11]#[N:12])[cH:9][cH:10]2)[c:15]1[c:14]([Cl:13])[cH:19][c:18]([N+:20](=[O:21])[O-:22])[cH:17][c:16]1[Cl:23]. Reactants: CC(C)(C)OC(=O)N1CCC(N)C(c2ccc(F)c(Cl)c2)C1, O=C(O)c1ccc(Cl)cc1, Cc1ccc(S(=O)(=O)O)cc1. Yields the product CC(C)(C)OC(=O)N1CCC(NC(=O)c2ccc(Cl)cc2)C(c2ccc(F)c(Cl)c2)C1. RXN SMILES: [NH2:12][CH:13]1[CH:14]([c:26]2[cH:27][c:28]([Cl:33])[c:29]([F:32])[cH:30][cH:31]2)[CH2:15][N:16]([C:19](=[O:20])[O:21][C:22]([CH3:23])([CH3:24])[CH3:25])[CH2:17][CH2:18]1.[OH:34][C:35](=[O:36])[c:37]1[cH:38][cH:39][c:40]([Cl:41])[cH:42][cH:43]1.[c:1]1([CH3:2])[cH:3][cH:4][c:5]([S:6]([OH:7])(=[O:8])=[O:9])[cH:10][cH:11]1>>[NH:12]([CH:13]1[CH:14]([c:26]2[cH:27][c:28]([Cl:33])[c:29]([F:32])[cH:30][cH:31]2)[CH2:15][N:16]([C:19](=[O:20])[O:21][C:22]([CH3:23])([CH3:24])[CH3:25])[CH2:17][CH2:18]1)[C:35](=[O:34])[c:37]1[cH:38][cH:39][c:40]([Cl:41])[cH:42][cH:43]1. The reactants are CC(CC1=CC=C(C=C1)C)(C)O (2-methyl-1-p-tolylpropan-2-ol), ClCC#N (chloroacetonitrile), ice, S(O)(O)(=O)=O (sulfuric acid). Run in C(C)(=O)O (acetic acid). Reaction conditions: time 5 hour. Product: ClCC(=O)NC(CC1=CC=C(C=C1)C)(C)C (2-chloro-N-(2-methyl-1-p-tolylpropan-2-yl)acetamide). The yield is 90.1%. Reaction SMILES: [CH3:1][C:2](O)([CH3:11])[CH2:3][C:4]1[CH:9]=[CH:8][C:7]([CH3:10])=[CH:6][CH:5]=1.[Cl:13][CH2:14][C:15]#[N:16].S(=O)(=O)(O)[OH:18]>C(O)(=O)C>[Cl:13][CH2:14][C:15]([NH:16][C:2]([CH3:11])([CH3:1])[CH2:3][C:4]1[CH:9]=[CH:8][C:7]([CH3:10])=[CH:6][CH:5]=1)=[O:18]. Procedure details: 8.21 g (50 mmol) of 2-methyl-1-p-tolylpropan-2-ol and 12.0 mL of acetic acid were dissolved in 11.3 g (0.15 mol) of chloroacetonitrile, mixed with 12.0 mL (0.15 mol) of sulfuric acid under cooling with ice and stirred at room temperature for 5 hours. The reaction solution was poured into 200 mL of ice-cold water and extracted with diisopropyl ether. The organic layer was washed with saturated aqueous sodium hydrogen carbonate and saturated aqueous sodium chloride successively, dried over anhydro...